Dataset: the Open Reaction Database (ORD), a public repository of structured organic reaction records. Task: describe an organic reaction: reactants, conditions, products, and yield The reactants are O=C1C(CC2=CC(=C(C(=C12)Cl)Cl)OCC(=O)O)CC ((1-oxo-2-ethyl-6,7-dichloro-5-indanyloxy)-acetic acid), B(F)(F)F.CCOCC (boron trifluoride etherate). Solvent: CO (methanol). Product: O=C1C(CC2=CC(=C(C(=C12)Cl)Cl)OCC(=O)OC)CC (methyl (1-oxo-2-ethyl-6,7-dichloro-5-indanyloxy)acetate). Yield: 73.0%. As a reaction SMILES: [O:1]=[C:2]1[C:10]2[C:5](=[CH:6][C:7]([O:13][CH2:14][C:15]([OH:17])=[O:16])=[C:8]([Cl:12])[C:9]=2[Cl:11])[CH2:4][CH:3]1[CH2:18][CH3:19].B(F)(F)F.[CH3:24]COCC>CO>[O:1]=[C:2]1[C:10]2[C:5](=[CH:6][C:7]([O:13][CH2:14][C:15]([O:17][CH3:24])=[O:16])=[C:8]([Cl:12])[C:9]=2[Cl:11])[CH2:4][CH:3]1[CH2:18][CH3:19] |f:1.2|. Procedure: A solution of (1-oxo-2-ethyl-6,7-dichloro-5-indanyloxy)-acetic acid (138.5 g., 0.457 mole) in methanol (1.5 1.) and containing boron trifluoride etherate (325 g., 2.28 mole) is refluxed for 3/4 hour. The solvent is distilled at reduced pressure and the product which remains is filtered, washed with sodium bicarbonate and water and dried. The methyl (1-oxo-2-ethyl-6,7-dichloro-5-indanyloxy)acetate thus obtained (81 g., 73% yield) melts at 134°-137° C. after recrystallization from benzene. Reactants: [Br-].[N+](=O)([O-])C1=C2C=C[N+](=CC2=CC=C1)CCC (5-Nitro-2-n-propylisoquinolinium bromide). Reagents/catalysts: [Pt]=O (platinum oxide). The solvent is CO (methanol). Product: Br.NC1=C2CCN(CC2=CC=C1)CCC (5-amino-2-n-propyl-1,2,3,4-tetrahydroisoquinoline hydrobromide). Yield: 100.2%. As a reaction SMILES: [Br-:1].[N+:2]([C:5]1[CH:14]=[CH:13][CH:12]=[C:11]2[C:6]=1[CH:7]=[CH:8][N+:9]([CH2:15][CH2:16][CH3:17])=[CH:10]2)([O-])=O>CO.[Pt]=O>[BrH:1].[NH2:2][C:5]1[CH:14]=[CH:13][CH:12]=[C:11]2[C:6]=1[CH2:7][CH2:8][N:9]([CH2:15][CH2:16][CH3:17])[CH2:10]2 |f:0.1,4.5|. Reported procedure: 5-Nitro-2-n-propylisoquinolinium bromide (8.2 g) was dissolved in methanol (150 ml) and the solution hydrogenated over platinum oxide (0.6 g) at 45 psi. When the hydrogenation was complete, the catalyst was removed by filtration and the solvent removed in vacuo to leave a light orange solid residue of 5-amino-2-n-propyl-1,2,3,4-tetrahydroisoquinoline hydrobromide (7.5 g). This residue was recrystallized from ethanol and the product obtained as pale orange crystals, m.p. 238°-239.5° C. Reactants: O=S1(N(CCC1)C1=CC(=C(C(=O)O)C=C1)OC)=O (4-(1,1-dioxo-1λ6-isothiazolidin-2-yl)-2-methoxybenzoic acid), Cl.N1CCC(CC1)C(=O)C1=CC=C(C=C1)C ((piperidin-4-yl)(p-tolyl)methanone hydrochloride). Product: O=S1(N(CCC1)C1=CC(=C(C=C1)C(=O)N1CCC(CC1)C(C1=CC=C(C=C1)C)=O)OC)=O ([4-(1,1-dioxo-1λ6-isothiazolidin-2-yl)-2-methoxyphenyl][4-(4-methylbenzoyl)piperidin-1-yl]methanone). The yield is 10.8%. As a reaction SMILES: [O:1]=[S:2]1(=[O:18])[CH2:6][CH2:5][CH2:4][N:3]1[C:7]1[CH:15]=[CH:14][C:10]([C:11]([OH:13])=O)=[C:9]([O:16][CH3:17])[CH:8]=1.Cl.[NH:20]1[CH2:25][CH2:24][CH:23]([C:26]([C:28]2[CH:33]=[CH:32][C:31]([CH3:34])=[CH:30][CH:29]=2)=[O:27])[CH2:22][CH2:21]1>>[O:18]=[S:2]1(=[O:1])[CH2:6][CH2:5][CH2:4][N:3]1[C:7]1[CH:15]=[CH:14][C:10]([C:11]([N:20]2[CH2:25][CH2:24][CH:23]([C:26](=[O:27])[C:28]3[CH:29]=[CH:30][C:31]([CH3:34])=[CH:32][CH:33]=3)[CH2:22][CH2:21]2)=[O:13])=[C:9]([O:16][CH3:17])[CH:8]=1 |f:1.2|. Procedure: Using 4-(1,1-dioxo-1λ6-isothiazolidin-2-yl)-2-methoxybenzoic acid (285 mg) described in Preparation Example 19 and (piperidin-4-yl)(p-tolyl)methanone hydrochloride (252 mg) and by the reaction and treatment in the same manner as in Example 86, the title compound (52 mg) was obtained. Reactants: CC(C)(C)OC(=O)Cn1ccc2ccc(O)cc21, O=C([O-])[O-], CC(C)=O, Cc1nc(-c2ccc(C(F)(F)F)cc2)sc1CCl, [Cs+], [Cs+], [I-], [K+]. The product is Cc1nc(-c2ccc(C(F)(F)F)cc2)sc1COc1ccc2ccn(CC(=O)OC(C)(C)C)c2c1. As a reaction SMILES: [C:1]([CH3:2])([CH3:3])([CH3:4])[O:5][C:6]([CH2:7][n:8]1[cH:9][cH:10][c:11]2[cH:12][cH:13][c:14]([OH:17])[cH:15][c:16]12)=[O:18].[C:37](=[O:38])([O-:39])[O-:40].[CH3:45][C:46](=[O:47])[CH3:48].[Cl:19][CH2:20][c:21]1[c:22]([CH3:36])[n:23][c:24](-[c:26]2[cH:27][cH:28][c:29]([C:32]([F:33])([F:34])[F:35])[cH:30][cH:31]2)[s:25]1.[Cs+:41].[Cs+:42].[I-:44].[K+:43]>>[C:1]([CH3:2])([CH3:3])([CH3:4])[O:5][C:6]([CH2:7][n:8]1[cH:9][cH:10][c:11]2[cH:12][cH:13][c:14]([O:17][CH2:20][c:21]3[c:22]([CH3:36])[n:23][c:24](-[c:26]4[cH:27][cH:28][c:29]([C:32]([F:33])([F:34])[F:35])[cH:30][cH:31]4)[s:25]3)[cH:15][c:16]12)=[O:18]. Starting materials: O=C([O-])[O-], C1CCOC1, CO, CCOC(C)=O, CCC(=O)N(C(=O)CC)c1c(C)c(=O)n(C)c2nc(-c3ccc(Cl)cc3Cl)c(-c3ccc(Cl)cc3)cc12, [Cs+], [Cs+]. Yields the product CCC(=O)Nc1c(C)c(=O)n(C)c2nc(-c3ccc(Cl)cc3Cl)c(-c3ccc(Cl)cc3)cc12. Reaction SMILES: [C:40](=[O:41])([O-:42])[O-:43].[CH2:46]1[O:47][CH2:48][CH2:49][CH2:50]1.[CH3:38][OH:39].[CH3:51][CH2:52][O:53][C:54]([CH3:55])=[O:56].[Cl:1][c:2]1[c:3](-[c:9]2[c:10](-[c:31]3[cH:32][cH:33][c:34]([Cl:37])[cH:35][cH:36]3)[cH:11][c:12]3[c:13]([N:22]([C:23]([CH2:24][CH3:25])=[O:26])[C:27](=[O:28])[CH2:29][CH3:30])[c:14]([CH3:21])[c:15](=[O:20])[n:16]([CH3:19])[c:17]3[n:18]2)[cH:4][cH:5][c:6]([Cl:8])[cH:7]1.[Cs+:44].[Cs+:45]>>[Cl:1][c:2]1[c:3](-[c:9]2[c:10](-[c:31]3[cH:32][cH:33][c:34]([Cl:37])[cH:35][cH:36]3)[cH:11][c:12]3[c:13]([NH:22][C:23]([CH2:24][CH3:25])=[O:26])[c:14]([CH3:21])[c:15](=[O:20])[n:16]([CH3:19])[c:17]3[n:18]2)[cH:4][cH:5][c:6]([Cl:8])[cH:7]1. Starting materials: COC=1C=C(C(=O)NO)C=C(C1OC)OC (3,4,5-trimethoxybenzohydroxamic acid), C(C)C(C(=O)Cl)(C(=O)Cl)CC (diethylmalonyl chloride), hydroxamic acid. Product: COC=1C=C(C(=O)N2OC(C(C2=O)(CC)CC)=O)C=C(C1OC)OC (2-(3,4,5-trimethoxybenzoyl)-4,4-diethylisoxazolidine-3,5-dione). Isolated yield 81.4%. RXN SMILES: [CH3:1][O:2][C:3]1[CH:4]=[C:5]([CH:10]=[C:11]([O:15][CH3:16])[C:12]=1[O:13][CH3:14])[C:6]([NH:8][OH:9])=[O:7].[CH2:17]([C:19]([CH2:26][CH3:27])([C:23](Cl)=[O:24])[C:20](Cl)=[O:21])[CH3:18]>>[CH3:16][O:15][C:11]1[CH:10]=[C:5]([CH:4]=[C:3]([O:2][CH3:1])[C:12]=1[O:13][CH3:14])[C:6]([N:8]1[C:20](=[O:21])[C:19]([CH2:26][CH3:27])([CH2:17][CH3:18])[C:23](=[O:24])[O:9]1)=[O:7]. Reported procedure: A mixture consisting of 2.27 g (0.0100 mol) of 3,4,5-trimethoxybenzohydroxamic acid (recrystallized from absolute ethanol prior to the reaction), 5 ml of pyridine, and 100 ml of methylene chloride was prepared in a 250 ml round-bottom flask. The mixture was cooled in an ice bath, and 2.00 g (0.0101 mol) of diethylmalonyl chloride was added dropwise over a 15 minute period. The reaction mixture was stirred for one hour at room temperature after which time all of the hydroxamic acid had dissolved.... Starting materials: Cl (HCl), NCCCCCC(=O)OC=1C(C(=O)NO)=CC=C(C1)CN ((6-aminohexanoyl)-4-aminomethylsalicylhydroxamic acid). The solvent is C(=O)(O)[O-].[Na+] (NaHCO3). Product: C(C=1C(O)=CC=CC1)(=O)NO (Salicylhydroxamic Acid). Reaction SMILES: NCCCCCC([O:9][C:10]1[C:11](=[CH:16][CH:17]=[C:18](CN)[CH:19]=1)[C:12]([NH:14][OH:15])=[O:13])=O.Cl>C([O-])(O)=O.[Na+]>[C:12]([NH:14][OH:15])(=[O:13])[C:11]1[C:10](=[CH:19][CH:18]=[CH:17][CH:16]=1)[OH:9] |f:2.3|. Reported procedure: SHA-Sepharose 4B was prepared by mixing 130 mg of (6-aminohexanoyl)-4-aminomethylsalicylhydroxamic acid (SHA-Z-NH2), dissolved in 30 mL 0.2M NaHCO3, with 6.5 g HCl washed CNBr activated Sepharose 4B (Pharmacia) overnight at room temperature. After the coupling reaction, 2 mL 0.5M Tris, pH 8.5 were added and the gel slurry mixed at room temperature for 1 hour, and washed with water, 0.5M NaCl, and water again. The resulting SHA-Sepharose 4B was suspended in 30 mL of 20% ethanol, and stored at 4° ... Reactants: 2d, 2d, 2d, C(C)OC(=O)C#CC(=O)OCC (diethylacetylene dicarboxylate), C(=C)C=1C=C(N)C=CC1 (3-ethenylaniline). The product is C(=C)C1=C2C(C=C(NC2=CC=C1)C(=O)OCC)=O (ethyl 5-ethenyl-4-oxo-1,4-dihydroquinoline-2-carboxylate), C(=C)C1=CC=C2C(C=C(NC2=C1)C(=O)OCC)=O (ethyl 7-ethenyl-4-oxo-1,4-dihydroquinoline-2-carboxylate). Reaction SMILES: [CH:1]([C:3]1[CH:4]=[C:5]([CH:7]=[CH:8][CH:9]=1)[NH2:6])=[CH2:2].[CH2:10]([O:12][C:13]([C:15]#[C:16][C:17]([O:19][CH2:20][CH3:21])=[O:18])=[O:14])[CH3:11]>>[CH:1]([C:3]1[CH:9]=[CH:8][CH:7]=[C:5]2[C:4]=1[C:17](=[O:18])[CH:16]=[C:15]([C:13]([O:12][CH2:10][CH3:11])=[O:14])[NH:6]2)=[CH2:2].[CH:1]([C:3]1[CH:4]=[C:5]2[C:7]([C:13](=[O:14])[CH:15]=[C:16]([C:17]([O:19][CH2:20][CH3:21])=[O:18])[NH:6]2)=[CH:8][CH:9]=1)=[CH2:2]. Procedure details: Treatment of 3-ethenylaniline (7 g) with diethylacetylene dicarboxylate (9.4 g), as described in Example 1b, gave ethyl 5-ethenyl-4-oxo-1,4-dihydroquinoline-2-carboxylate (0.16 g), mp 168°-170° C., δ (360 MHz, DMSO-d6) 1.37 (3H, t, CH3), 4.41 (2H, q, CH2), 5.25 and 5.55 (2H, 2dd, =CH2), 6.56 (1H, s, 3H), 7.38 (1H, d, 6-H), 7.62 (1H, t, 7-H), 7.90 (1H, d, 8-H), 8.15 (1H, 2d, CH=) and 11.87 (1H, bs, NH) and ethyl 7-ethenyl-4-oxo-1,4-dihydroquinoline-2-carboxylate (0.46 g), mp 177°-179° C., δ (360 ...